This data is from the Open Reaction Database (ORD), a public repository of structured organic reaction records. The task is: describe an organic reaction: reactants, conditions, products, and yield Starting materials: [N+](=O)([O-])C1=CC=C(O1)C(=O)Cl (5-nitro-furan-2-carboxylic acid chloride), O.COC1=CC=C(C=C1)N(N)S(=O)(=O)[O-].[Na+] (sodium p-methoxyphenyl-hydrazine-sulphonate monohydrate). Run in O (water), C(C)(C)(C)O (tert. butanol). Product: C(CCC(=O)C)(=O)O (levulinic acid), S(O)(O)(=O)=O (sulphuric acid). As a reaction SMILES: [OH2:1].C[O:3][C:4]1C=[CH:8][C:7](N([S:12]([O-:15])(=[O:14])=[O:13])N)=[CH:6][CH:5]=1.[Na+].[N+](C1OC(C(Cl)=O)=CC=1)([O-])=[O:18]>O.C(O)(C)(C)C>[C:4]([OH:3])(=[O:18])[CH2:5][CH2:6][C:7]([CH3:8])=[O:1].[S:12](=[O:13])(=[O:18])([OH:14])[OH:15] |f:0.1.2|. Procedure details: 25.8 G. (0.1-mole) of sodium p-methoxyphenyl-hydrazine-sulphonate monohydrate are dissolved in a mixture of 112 ml of water and 48 ml of tert. butanol, then 17.4 g. (0.1 mole) of 5-nitro-furan-2-carboxylic acid chloride are poured into the solution, and the mixture is stirred for an hour at room temperature and consecutively for another hour on a water-bath of 70°-80°C. Subsequently, without isolating the product, 17 ml of levulinic acid and 4.5 ml of concentrated sulphuric acid are added dropwi... Reactants: CCCN(CCC)c1cc(C(=O)OCC)c(=O)n2c(-c3c(C)cc(C)cc3C)cccc12, CC(C)C[Al+]CC(C)C, [H-], C1CCOC1. Yields the product CCCN(CCC)c1cc(CO)c(=O)n2c(-c3c(C)cc(C)cc3C)cccc12. RXN SMILES: [CH2:1]([CH2:2][CH3:3])[N:4]([c:5]1[cH:6][c:7]([C:25](=[O:26])[O:27][CH2:28][CH3:29])[c:8](=[O:24])[n:9]2[c:10](-[c:15]3[c:16]([CH3:23])[cH:17][c:18]([CH3:22])[cH:19][c:20]3[CH3:21])[cH:11][cH:12][cH:13][c:14]12)[CH2:30][CH2:31][CH3:32].[CH2:34]([Al+:35][CH2:36][CH:37]([CH3:38])[CH3:39])[CH:40]([CH3:41])[CH3:42].[H-:33].[O:43]1[CH2:44][CH2:45][CH2:46][CH2:47]1>>[CH2:1]([CH2:2][CH3:3])[N:4]([c:5]1[cH:6][c:7]([CH2:25][OH:26])[c:8](=[O:24])[n:9]2[c:10](-[c:15]3[c:16]([CH3:23])[cH:17][c:18]([CH3:22])[cH:19][c:20]3[CH3:21])[cH:11][cH:12][cH:13][c:14]12)[CH2:30][CH2:31][CH3:32]. The reactants are ON=C(C1=CN=CC=C1)N (N′-hydroxynicotinimidamide), FC1=C(C(=O)O)C=C(C(=C1O)F)F (2,4,5-trifluoro-3-hydroxybenzoic acid), N (NH3). The product is FC1=C(C(=C(C=C1F)C1=NC(=NO1)C=1C=NC=CC1)F)O (2,3,6-trifluoro-5-(3-(pyridin-3-yl)-1,2,4-oxadiazol-5-yl)phenol). RXN SMILES: [OH:1][N:2]=[C:3]([NH2:10])[C:4]1[CH:9]=[CH:8][CH:7]=[N:6][CH:5]=1.[F:11][C:12]1[C:20]([OH:21])=[C:19]([F:22])[C:18]([F:23])=[CH:17][C:13]=1[C:14](O)=O.N>>[F:22][C:19]1[C:18]([F:23])=[CH:17][C:13]([C:14]2[O:1][N:2]=[C:3]([C:4]3[CH:5]=[N:6][CH:7]=[CH:8][CH:9]=3)[N:10]=2)=[C:12]([F:11])[C:20]=1[OH:21]. Procedure: The title compound was prepared according to the procedure of Example 8 using N′-hydroxynicotinimidamide (Aldrich) and 2,4,5-trifluoro-3-hydroxybenzoic acid (Aldrich). 1H NMR (300 MHz, CD3OD) δ 7.63-7.76 (m, 2 H), 8.44 (dt, J=7.9, 2.0 Hz, 1 H), 8.83 (dd, J=4.8, 1.6 Hz, 1 H), 9.25 (d, J=1.6 Hz, 1 H) ppm; MS (DCI/NH3) m/z 294 (M+H)+.